Dataset: the Open Reaction Database (ORD), a public repository of structured organic reaction records. Task: describe an organic reaction: reactants, conditions, products, and yield Starting materials: C(C)OCC (diethyl ether), resultant solution, C(CCCCCC)I (n-heptyl iodide), COC1=CC(=CC=C1)OC (1,3-dimethoxybenzene), C(CCC)[Li] (n-Butyl lithium), resultant solution. The solvent is O (water), C1CCOC1 (THF). Reaction conditions: temperature -78 celsius, time 8 hour. Product: COC1=C(C(=CC=C1)OC)CCCCCCC (1,3-Dimethoxy-2-(hept-1-yl)benzene). Yield: 65.4%. RXN SMILES: [CH3:1][O:2][C:3]1[CH:8]=[CH:7][CH:6]=[C:5]([O:9][CH3:10])[CH:4]=1.C([Li])CCC.[CH2:16](I)[CH2:17][CH2:18][CH2:19][CH2:20][CH2:21][CH3:22].C(OCC)C>C1COCC1.O>[CH3:1][O:2][C:3]1[CH:8]=[CH:7][CH:6]=[C:5]([O:9][CH3:10])[C:4]=1[CH2:16][CH2:17][CH2:18][CH2:19][CH2:20][CH2:21][CH3:22]. Reported procedure: 1,3-dimethoxybenzene (0.25 mol, 34 ml) was dissolved in THF (1 liter, dried) and the resultant solution was cooled in an ice bath. n-Butyl lithium (200 ml, 0.32 moles) was added over a period of one hour. The resultant solution was stirred for 2 hours in an ice bath. Solution was then cooled to -78° C. and n-heptyl iodide (226 ml, 0.22 moles) was quickly added. The solution was then allowed to warm to room temperature and stirred overnight then refluxed for 2 hours. The solution was cooled and a... The reactants are ClS(=O)(=O)C1=CC=2C3=C(C(NC2C=C1)=O)NC=C3C(=O)O (8-chlorosulfonyl-4-oxo-4,5-dihydro-3H-pyrrolo[2,3-c]quinoline-1-carboxylic acid), NC1=CC=C(C(=O)OCC)C=C1 (ethyl 4-amino-benzoate). The product is C(C)OC(=O)C1=CC=C(C=C1)NS(=O)(=O)C1=CC=2C3=C(C(NC2C=C1)=O)NC=C3.C(C)C(=O)[O-] (8-(4-ethoxycarbonyl-phenylsulfamoyl)-4-oxo-4,5-dihydro-3H-pyrrolo[2,3-c]quinoline 1-ethyl carboxylate). The yield is 3.6%. As a reaction SMILES: Cl[S:2]([C:5]1[CH:14]=[CH:13][C:12]2[NH:11][C:10](=[O:15])[C:9]3[NH:16][CH:17]=[C:18]([C:19]([OH:21])=[O:20])[C:8]=3[C:7]=2[CH:6]=1)(=[O:4])=[O:3].[NH2:22][C:23]1[CH:33]=[CH:32][C:26]([C:27]([O:29][CH2:30][CH3:31])=[O:28])=[CH:25][CH:24]=1>>[CH2:30]([O:29][C:27]([C:26]1[CH:25]=[CH:24][C:23]([NH:22][S:2]([C:5]2[CH:14]=[CH:13][C:12]3[NH:11][C:10](=[O:15])[C:9]4[NH:16][CH:17]=[CH:18][C:8]=4[C:7]=3[CH:6]=2)(=[O:3])=[O:4])=[CH:33][CH:32]=1)=[O:28])[CH3:31].[CH2:18]([C:19]([O-:21])=[O:20])[CH3:17] |f:2.3|. Procedure: This compound is prepared according to synthesis 25, from 150 mg (0.46 mmol) of 8-chlorosulfonyl-4-oxo-4,5-dihydro-3H-pyrrolo[2,3-c]quinoline-1-carboxylic acid (synthesis 2) and 91 mg (0.55 mmol) of ethyl 4-amino-benzoate. After purification by chromatography on silica (eluent dichloromethane/methanol 96/4) then trituration in methanol, 4 mg (2%) of 8-(4-ethoxycarbonyl-phenylsulfamoyl)-4-oxo-4,5-dihydro-3H-pyrrolo[2,3-c]quinoline-1-ethyl carboxylate is obtained in the form of a white solid. Starting materials: C(C)(C)(C)O[C@H](C(=O)O)C1=C(C2=C(N=C(S2)C2=CC3=C(N(N=N3)C)C=C2)C=C1C)C1=CC=C(C=C1)Cl ((S)-2-tert-butoxy-2-(7-(4-chlorophenyl)-5-methyl-2-(1-methyl-1H-benzo[d][1,2,3]triazol-5-yl)benzo[d]thiazol-6-yl)acetic acid), C(C)(C)(C)O[C@H](C(=O)OCC)C1=C(C2=C(N=C(S2)C=2C=CC3=C(N(N=N3)C)C2)C=C1C)C1=CC=C(C=C1)Cl ((S)-ethyl 2-tert-butoxy-2-(7-(4-chlorophenyl)-5-methyl-2-(1-methyl-1H-benzo[d][1,2,3]triazol-6-yl)benzo[d]thiazol-6-yl)acetate). The product is C(C)(C)(C)O[C@H](C(=O)O)C1=C(C2=C(N=C(S2)C=2C=CC3=C(N(N=N3)C)C2)C=C1C)C1=CC=C(C=C1)Cl ((S)-2-tert-butoxy-2-(7-(4-chlorophenyl)-5-methyl-2-(1-methyl-1H-benzo[d][1,2,3]triazol-6-yl)benzo[d]thiazol-6-yl)acetic acid). RXN SMILES: C(O[C@@H](C1C(C)=CC2N=C(C3C=CC4N(C)N=NC=4C=3)SC=2C=1C1C=CC(Cl)=CC=1)C(O)=O)(C)(C)C.[C:37]([O:41][C@@H:42]([C:48]1[C:66]([CH3:67])=[CH:65][C:51]2[N:52]=[C:53]([C:55]3[CH:56]=[CH:57][C:58]4[N:62]=[N:61][N:60]([CH3:63])[C:59]=4[CH:64]=3)[S:54][C:50]=2[C:49]=1[C:68]1[CH:73]=[CH:72][C:71]([Cl:74])=[CH:70][CH:69]=1)[C:43]([O:45]CC)=[O:44])([CH3:40])([CH3:39])[CH3:38]>>[C:37]([O:41][C@@H:42]([C:48]1[C:66]([CH3:67])=[CH:65][C:51]2[N:52]=[C:53]([C:55]3[CH:56]=[CH:57][C:58]4[N:62]=[N:61][N:60]([CH3:63])[C:59]=4[CH:64]=3)[S:54][C:50]=2[C:49]=1[C:68]1[CH:69]=[CH:70][C:71]([Cl:74])=[CH:72][CH:73]=1)[C:43]([OH:45])=[O:44])([CH3:40])([CH3:38])[CH3:39]. Procedure: Prepared in a manner similar to (S)-2-tert-butoxy-2-(7-(4-chlorophenyl)-5-methyl-2-(1-methyl-1H-benzo[d][1,2,3]triazol-5-yl)benzo[d]thiazol-6-yl)acetic acid, but using (S)-ethyl 2-tert-butoxy-2-(7-(4-chlorophenyl)-5-methyl-2-(1-methyl-1H-benzo[d][1,2,3]triazol-6-yl)benzo[d]thiazol-6-yl)acetate instead of (S)-ethyl 2-tert-butoxy-2-(7-(4-chlorophenyl)-5-methyl-2-(1-methyl-1H-benzo[d][1,2,3]triazol-5-yl)benzo[d]thiazol-6-yl)acetate. LCMS-ESI+: calc'd for C27H26ClN4O3S: 521.0 (M+H+); Found: 521.2 (M... Yields the product CC1(C)C(N)C1c1ccccc1. Starting materials: CC1(C)C(C(=O)O)C1c1ccccc1, CC(C)=O, Cc1ccccc1, CCOC(=O)Cl, [N-]=[N+]=[N-], [Na+], O. RXN SMILES: [CH3:1][C:2]1([CH3:14])[CH:3]([C:11]([OH:12])=[O:13])[CH:4]1[c:5]1[cH:6][cH:7][cH:8][cH:9][cH:10]1.[CH3:25][C:26](=[O:27])[CH3:28].[CH3:30][c:31]1[cH:32][cH:33][cH:34][cH:35][cH:36]1.[Cl:15][C:16]([O:17][CH2:18][CH3:19])=[O:20].[N-:22]=[N+:23]=[N-:24].[Na+:21].[OH2:29]>>[CH3:1][C:2]1([CH3:14])[CH:3]([NH2:22])[CH:4]1[c:5]1[cH:6][cH:7][cH:8][cH:9][cH:10]1.